The task is: describe an organic reaction: reactants, conditions, products, and yield. This data is from the Open Reaction Database (ORD), a public repository of structured organic reaction records. Reactants: C(C)(C)(C)OC(=O)N1CCC(CC1)C1=C(C(=NN1CC)CO)C (1-(tert-butoxycarbonyl)-4-(1-ethyl-3-hydroxymethyl-4-methyl-(1H)-pyrazol-5-yl)piperidine), C(C)I (ethyliodide), hexanes acetone, C(C)(C)(C)OC(=O)N1CCC(CC1)C1=C(C(NN1)=O)C (1-tert-butoxycarbonyl-4-(4-methyl-(1H)-pyrazol-3-one-5-yl)piperidine), CI (methyliodide). The product is C(C)(C)(C)OC(=O)N1CCC(CC1)C1=C(C(=NN1CC)COC)C (1-(tert-Butoxycarbonyl)-4-(1-ethyl-3-methoxymethyl-4-methyl-(1H)-pyrazol-5-yl)piperidine). Reaction SMILES: [C:1]([O:5][C:6]([N:8]1[CH2:13][CH2:12][CH:11]([C:14]2[N:18]([CH2:19][CH3:20])[N:17]=[C:16]([CH2:21][OH:22])[C:15]=2[CH3:23])[CH2:10][CH2:9]1)=[O:7])([CH3:4])([CH3:3])[CH3:2].[C:24](OC(N1CCC(C2NNC(=O)C=2C)CC1)=O)(C)(C)C.CI.C(I)C>>[C:1]([O:5][C:6]([N:8]1[CH2:13][CH2:12][CH:11]([C:14]2[N:18]([CH2:19][CH3:20])[N:17]=[C:16]([CH2:21][O:22][CH3:24])[C:15]=2[CH3:23])[CH2:10][CH2:9]1)=[O:7])([CH3:3])([CH3:2])[CH3:4]. Procedure: The title compound was prepared from 1-(tert-butoxycarbonyl)-4-(1-ethyl-3-hydroxymethyl-4-methyl-(1H)-pyrazol-5-yl)piperidine (from Piperidine 19, Step C) using a procedure analogous to that described for Piperidine 15, Step E, except methyliodide was substutited for ethyliodide. RF: 0.47 (3:2 v/v hexanes/acetone); 1H-NMR (500 MHz) δ 1.39 (t, J=7.2, 3H), 1.49 (s, 9H), 1.69–1.71 (m, 2H), 1.85–1.94 (m, 2H), 2.08 (s, 3H), 2.75–2.81 (m, 3H), 3.39 (s, 3H), 4.12 (q, J=7.2, 2H), 4.14–4.27 (m, 2H), 4.38... Starting materials: C([O-])([O-])=O.[Li+].[Li+] (lithium carbonate), C[C@@H]1NCC[C@@]1(O)C ((2S,3S)-2,3-dimethylpyrrolidin-3-ol), FC1=C(C#N)C(=CC(=C1)F)F (2,4,6-trifluorobenzonitrile). Product: FC1=C(C#N)C(=CC(=C1)N1[C@H]([C@@](CC1)(C)O)C)F (2,6-difluoro-4-[(2S,3S)-3-hydroxy-2,3-dimethylpyrrolidin-1-yl]benzonitrile), solid. Isolated yield 56.0%. As a reaction SMILES: [CH3:1][C@H:2]1[C@@:6]([CH3:8])([OH:7])[CH2:5][CH2:4][NH:3]1.[F:9][C:10]1[CH:17]=[C:16](F)[CH:15]=[C:14]([F:19])[C:11]=1[C:12]#[N:13].C(=O)([O-])[O-].[Li+].[Li+]>>[F:9][C:10]1[CH:17]=[C:16]([N:3]2[CH2:4][CH2:5][C@@:6]([OH:7])([CH3:8])[C@@H:2]2[CH3:1])[CH:15]=[C:14]([F:19])[C:11]=1[C:12]#[N:13] |f:2.3.4|. Procedure: By an operation in the same manner as in Example 1 and using (2S,3S)-2,3-dimethylpyrrolidin-3-ol 0.5 oxalate (300 mg), 2,4,6-trifluorobenzonitrile (882 mg) and lithium carbonate (276 mg), the title compound was obtained as a colorless solid (yield: 263 mg, yield: 56%). Starting materials: solution, CC1=CC=C(C[Mg]Cl)C=C1 (4-methylbenzylmagnesium chloride), CON(C(=O)C=1C=NN2C1N(C(CC2(C)C)C2=CC=CC=C2)CC2=CC=CC=C2)C (4-Benzyl-7,7-dimethyl-5-phenyl-4,5,6,7-tetrahydropyrazolo[1,5-a]pyrimidine-3-carboxylic acid methoxy-methyl-amide). Run in C1CCOC1 (THF), C1CCOC1 (THF). Conditions: time 1 hour. Product: C(C1=CC=CC=C1)N1C=2N(C(CC1C1=CC=CC=C1)(C)C)N=CC2C(CC2=CC=C(C=C2)C)=O (1-(4-Benzyl-7,7-dimethyl-5-phenyl-4,5,6,7-tetrahydropyrazolo[1,5-a]pyrimidin-3-yl)-2-(4-methylphenyl)ethanone). Yield: 89.0%. RXN SMILES: CON(C)[C:4]([C:6]1[CH:7]=[N:8][N:9]2[C:14]([CH3:16])([CH3:15])[CH2:13][CH:12]([C:17]3[CH:22]=[CH:21][CH:20]=[CH:19][CH:18]=3)[N:11]([CH2:23][C:24]3[CH:29]=[CH:28][CH:27]=[CH:26][CH:25]=3)[C:10]=12)=[O:5].[CH3:31][C:32]1[CH:40]=[CH:39][C:35]([CH2:36][Mg]Cl)=[CH:34][CH:33]=1>C1COCC1>[CH2:23]([N:11]1[CH:12]([C:17]2[CH:18]=[CH:19][CH:20]=[CH:21][CH:22]=2)[CH2:13][C:14]([CH3:16])([CH3:15])[N:9]2[N:8]=[CH:7][C:6]([C:4](=[O:5])[CH2:31][C:32]3[CH:40]=[CH:39][C:35]([CH3:36])=[CH:34][CH:33]=3)=[C:10]12)[C:24]1[CH:29]=[CH:28][CH:27]=[CH:26][CH:25]=1. Procedure: To 0.65 g (1.61 mmol) of 3 dissolved in 20 mL of THF was added 6.4 mL (3.2 mmol) of a 0.5 M solution of 4-methylbenzylmagnesium chloride in THF via syringe over 10 min. After stirring at room temperature for 1 h, the reaction was quenched by addition of approximately 2 mL of saturated aqueous ammonium chloride. The reaction was then diluted with AcOEt and dried over sodium sulfate. Filtering the solution through a short plug of silica gel and concentrating in vacuo provided the crude product as ...